describe an organic reaction: reactants, conditions, products, and yield From a dataset of the Open Reaction Database (ORD), a public repository of structured organic reaction records. Reactants: C(=O)(O)CC1C(C2=CC=C(C=C2C(C1)(C)C)C)(C)C (2-carboxymethyl-1,1,4,4,6-pentamethyl-1,2,3,4-tetrahydronaphthalene), C(C)(=O)[O-].C(C)(=O)[O-].C(C)(=O)[O-].C(C)(=O)[O-].[Pb+4] (lead tetraacetate), [Cl-].[Li+] (lithium chloride). The solvent is C1=CC=CC=C1 (benzene). Run at time 6.5 hour. Product: ClCC1C(C2=CC=C(C=C2C(C1)(C)C)C)(C)C (2-chloromethyl-1,1,4,4,6-pentamethyl-1,2,3,4-tetrahydronaphthalene). Yield: 65.2%. Reaction SMILES: C([CH2:4][CH:5]1[CH2:14][C:13]([CH3:16])([CH3:15])[C:12]2[C:7](=[CH:8][CH:9]=[C:10]([CH3:17])[CH:11]=2)[C:6]1([CH3:19])[CH3:18])(O)=O.C([O-])(=O)C.C([O-])(=O)C.C([O-])(=O)C.C([O-])(=O)C.[Pb+4].[Cl-:37].[Li+]>C1C=CC=CC=1>[Cl:37][CH2:4][CH:5]1[CH2:14][C:13]([CH3:16])([CH3:15])[C:12]2[C:7](=[CH:8][CH:9]=[C:10]([CH3:17])[CH:11]=2)[C:6]1([CH3:19])[CH3:18] |f:1.2.3.4.5,6.7|. Reported procedure: To a solution of 2-carboxymethyl-1,1,4,4,6-pentamethyl-1,2,3,4-tetrahydronaphthalene (30 g; 0.115 mol) in benzene (570 g), lead tetraacetate (66 g; 0.149 mol) and anhydrous lithium chloride (11.5 g; 0.271 mol) were added, and the temperature was elevated up to 80° C. After stirring for 6.5 hours, the reaction mixture was washed with water and dilute hydrochloric acid in order. After extraction of the unreacted carboxylic acid with 6% ammonia water, the benzene layer was dried over anhydrous sodi... The reactants are COC(=O)C(Cc1ccc2[nH]c(=O)[nH]c2c1)NC(=O)OCc1ccccc1, CO, [H][H]. Product: COC(=O)C(N)Cc1ccc2[nH]c(=O)[nH]c2c1. As a reaction SMILES: [CH3:1][O:2][C:3](=[O:4])[CH:5]([CH2:6][c:7]1[cH:8][cH:9][c:10]2[c:11]([nH:12][c:13](=[O:15])[nH:14]2)[cH:16]1)[NH:17][C:18](=[O:19])[O:20][CH2:21][c:22]1[cH:23][cH:24][cH:25][cH:26][cH:27]1.[CH3:30][OH:31].[H:28][H:29]>>[CH3:1][O:2][C:3](=[O:4])[CH:5]([CH2:6][c:7]1[cH:8][cH:9][c:10]2[c:11]([nH:12][c:13](=[O:15])[nH:14]2)[cH:16]1)[NH2:17]. The reactants are O=C(O)COCC1CCCCN1S(=O)(=O)c1cccc(Br)c1, CN1CCC(N2CCNCC2)CC1. The product is CN1CCC(N2CCN(C(=O)COCC3CCCCN3S(=O)(=O)c3cccc(Br)c3)CC2)CC1. Reaction SMILES: [Br:1][c:2]1[cH:3][c:4]([S:8](=[O:9])(=[O:10])[N:11]2[CH:12]([CH2:17][O:18][CH2:19][C:20](=[O:21])[OH:22])[CH2:13][CH2:14][CH2:15][CH2:16]2)[cH:5][cH:6][cH:7]1.[CH3:23][N:24]1[CH2:25][CH2:26][CH:27]([N:30]2[CH2:31][CH2:32][NH:33][CH2:34][CH2:35]2)[CH2:28][CH2:29]1>>[Br:1][c:2]1[cH:3][c:4]([S:8](=[O:9])(=[O:10])[N:11]2[CH:12]([CH2:17][O:18][CH2:19][C:20](=[O:22])[N:33]3[CH2:32][CH2:31][N:30]([CH:27]4[CH2:26][CH2:25][N:24]([CH3:23])[CH2:29][CH2:28]4)[CH2:35][CH2:34]3)[CH2:13][CH2:14][CH2:15][CH2:16]2)[cH:5][cH:6][cH:7]1.